From a dataset of the Open Reaction Database (ORD), a public repository of structured organic reaction records. describe an organic reaction: reactants, conditions, products, and yield The reactants are CN1N=C(N=N1)CN (C-(2-methyl-2H-tetrazol-5-yl)-methylamine), ClC=1C=C(C=CC1Cl)C(C)N1C[C@@H](OCC1)CNC(OC1=CC=C(C=C1)[N+](=O)[O-])=O (4-nitrophenyl {(2S)-4-[1-(3,4-dichlorophenyl)ethyl]morpholin-2-yl}methylcarbamate). Yields the product ClC=1C=C(C=CC1Cl)C(C)N1C[C@@H](OCC1)CNC(=O)NCC=1N=NN(N1)C (1-{(2S)-4-[1-(3,4-Dichlorophenyl)ethyl]morpholin-2-ylmethyl}-3-(2-methyl-2H-tetrazol-5-ylmethyl)urea). RXN SMILES: [CH3:1][N:2]1[N:6]=[N:5][C:4]([CH2:7][NH2:8])=[N:3]1.[Cl:9][C:10]1[CH:11]=[C:12]([CH:17]([N:19]2[CH2:24][CH2:23][O:22][C@@H:21]([CH2:25][NH:26][C:27](=O)[O:28]C3C=CC([N+]([O-])=O)=CC=3)[CH2:20]2)[CH3:18])[CH:13]=[CH:14][C:15]=1[Cl:16]>>[Cl:9][C:10]1[CH:11]=[C:12]([CH:17]([N:19]2[CH2:24][CH2:23][O:22][C@@H:21]([CH2:25][NH:26][C:27]([NH:8][CH2:7][C:4]3[N:5]=[N:6][N:2]([CH3:1])[N:3]=3)=[O:28])[CH2:20]2)[CH3:18])[CH:13]=[CH:14][C:15]=1[Cl:16]. Procedure details: Prepared in similar fashion to Example 16 but using C-(2-methyl-2H-tetrazol-5-yl)-methylamine and 4-nitrophenyl {(2S)-4-[1-(3,4-dichlorophenyl)ethyl]morpholin-2-yl}methylcarbamate Isomer I (prepared as described in WO 02/26723). The reactants are C1CCOC1, COc1cc(C#N)ccc1O, ClC(Cl)Cl, N, CCOC(=O)N=NC(=O)OCC, CC(C)C(=O)Nc1cccc(C2CCN(CCC(O)c3ccccc3)CC2)c1, c1ccc(P(c2ccccc2)c2ccccc2)cc1. The product is COc1cc(C#N)ccc1OC(CCN1CCC(c2cccc(NC(=O)C(C)C)c2)CC1)c1ccccc1. As a reaction SMILES: [CH2:72]1[O:73][CH2:74][CH2:75][CH2:76]1.[CH3:29][O:30][c:31]1[c:32]([OH:39])[cH:33][cH:34][c:35]([C:37]#[N:38])[cH:36]1.[Cl:77][CH:78]([Cl:79])[Cl:80].[NH3:71].[O:59]=[C:60]([O:61][CH2:62][CH3:63])[N:64]=[N:65][C:66]([O:67][CH2:68][CH3:69])=[O:70].[OH:1][CH:2]([CH2:3][CH2:4][N:5]1[CH2:6][CH2:7][CH:8]([c:11]2[cH:12][c:13]([NH:17][C:18]([CH:19]([CH3:20])[CH3:21])=[O:22])[cH:14][cH:15][cH:16]2)[CH2:9][CH2:10]1)[c:23]1[cH:24][cH:25][cH:26][cH:27][cH:28]1.[c:40]1([P:41]([c:42]2[cH:43][cH:44][cH:45][cH:46][cH:47]2)[c:48]2[cH:49][cH:50][cH:51][cH:52][cH:53]2)[cH:54][cH:55][cH:56][cH:57][cH:58]1>>[O:1]([CH:2]([CH2:3][CH2:4][N:5]1[CH2:6][CH2:7][CH:8]([c:11]2[cH:12][c:13]([NH:17][C:18]([CH:19]([CH3:20])[CH3:21])=[O:22])[cH:14][cH:15][cH:16]2)[CH2:9][CH2:10]1)[c:23]1[cH:24][cH:25][cH:26][cH:27][cH:28]1)[c:32]1[c:31]([O:30][CH3:29])[cH:36][c:35]([C:37]#[N:38])[cH:34][cH:33]1.